Task: describe an organic reaction: reactants, conditions, products, and yield. Dataset: the Open Reaction Database (ORD), a public repository of structured organic reaction records Starting materials: C(C)P(O)(=O)C1=C(C=CC(=C1)OC1=C(C=C(C=C1)C(F)(F)F)F)[N+](=O)[O-] (P-ethyl-2-nitro-5-(2-fluoro-4-trifluoromethylphenoxy)phenylphosphinic acid), BrCC(=O)OC (methyl bromoacetate). Reported procedure: In the same way, P-ethyl-2-nitro-5-(2-fluoro-4-trifluoromethylphenoxy)phenylphosphinic acid is reacted with methyl bromoacetate to give methoxycarbonylmethyl P-ethyl-2-nitro-5-(2-fluoro-4-trifluoromethylphenoxy)phenylphosphinate. The product is C(C)P(OCC(=O)OC)(=O)C1=C(C=CC(=C1)OC1=C(C=C(C=C1)C(F)(F)F)F)[N+](=O)[O-] (methoxycarbonylmethyl P-ethyl-2-nitro-5-(2-fluoro-4-trifluoromethylphenoxy)phenylphosphinate). Reaction SMILES: [CH2:1]([P:3]([C:6]1[CH:11]=[C:10]([O:12][C:13]2[CH:18]=[CH:17][C:16]([C:19]([F:22])([F:21])[F:20])=[CH:15][C:14]=2[F:23])[CH:9]=[CH:8][C:7]=1[N+:24]([O-:26])=[O:25])(=[O:5])[OH:4])[CH3:2].Br[CH2:28][C:29]([O:31][CH3:32])=[O:30]>>[CH2:1]([P:3]([C:6]1[CH:11]=[C:10]([O:12][C:13]2[CH:18]=[CH:17][C:16]([C:19]([F:20])([F:22])[F:21])=[CH:15][C:14]=2[F:23])[CH:9]=[CH:8][C:7]=1[N+:24]([O-:26])=[O:25])(=[O:4])[O:5][CH2:28][C:29]([O:31][CH3:32])=[O:30])[CH3:2]. The reactants are C=O (formalin), C(C)(=O)O (acetic acid), C1(CC1)C=1C=C2C=NNC2=C(C1)C(C)OCC1(CCNCC1)C1=CC=C(C=C1)F ((±)-5-cyclopropyl-7-(1-((4-(4-fluorophenyl)piperidin-4-yl)methoxy)ethyl)-1H-indazole), C(#N)[BH3-].[Na+] (sodium cyanoborohydride). The reagents and catalysts are C(C)(=O)O (acetic acid). Solvent: C(C)#N (acetonitrile). Run at time 5 minute. Product: FC1=CC=C(C=C1)C1(CCN(CC1)C)COC(C)C=1C=C(C=C2C=NNC12)C#N ((±)-7-(1-((4-(4-Fluorophenyl)-1-methylpiperidin-4-yl)methoxy)ethyl)-1H-indazole-5-carbonitrile). RXN SMILES: C1([C:4]2[CH:5]=[C:6]3[C:10](=[C:11]([CH:13]([O:15][CH2:16][C:17]4([C:23]5[CH:28]=[CH:27][C:26]([F:29])=[CH:25][CH:24]=5)[CH2:22][CH2:21][NH:20][CH2:19][CH2:18]4)[CH3:14])[CH:12]=2)[NH:9][N:8]=[CH:7]3)CC1.[C:30]([BH3-])#[N:31].[Na+].C=O.[C:36](O)(=O)C>C(#N)C.C(O)(=O)C>[F:29][C:26]1[CH:25]=[CH:24][C:23]([C:17]2([CH2:16][O:15][CH:13]([C:11]3[CH:12]=[C:4]([C:30]#[N:31])[CH:5]=[C:6]4[C:10]=3[NH:9][N:8]=[CH:7]4)[CH3:14])[CH2:22][CH2:21][N:20]([CH3:36])[CH2:19][CH2:18]2)=[CH:28][CH:27]=1 |f:1.2|. Procedure details: To a suspension of (±)-5-cyclopropyl-7-(1-((4-(4-fluorophenyl)piperidin-4-yl)methoxy)ethyl)-1H-indazole (21.8 mg, 0.055 mmol) and sodium cyanoborohydride (17.4 mg, 0.277 mmol) in acetonitrile (1 mL) at 0° C. was added formalin (0.041 mL). The reaction was treated with 1 drop of acetic acid. After 5 min, a second drop of acetic acid was added. The ice bath was removed and stirring continued for another hour. The reaction was diluted with diethyl ether and washed with 1 M sodium hydroxide. The eth... Reactants: CC=C(OC(C)=O)c1ccc(Br)cc1, O=C([O-])[O-], CC#N, [Cl-], [K+], [K+], [Na+], [Na+], [Na+], O, O, O, O, O, O, O, O, O, OB1O[B-]2(O)OB(O)O[B-](O)(O1)O2. Product: CC(=O)OC1(c2ccc(Br)cc2)OC1C. Reaction SMILES: [C:1]([CH3:2])(=[O:3])[O:4][C:5](=[CH:6][CH3:7])[c:8]1[cH:9][cH:10][c:11]([Br:14])[cH:12][cH:13]1.[C:38](=[O:39])([O-:40])[O-:41].[CH3:47][C:48]#[N:49].[Cl-:44].[K+:42].[K+:43].[Na+:15].[Na+:16].[Na+:45].[OH2:17].[OH2:18].[OH2:19].[OH2:20].[OH2:21].[OH2:22].[OH2:23].[OH2:24].[OH2:46].[OH:25][B:26]1[O:27][B-:28]2([OH:37])[O:29][B-:30]([OH:35])([O:31][B:32]([OH:34])[O:33]2)[O:36]1>>[C:1]([CH3:2])(=[O:3])[O:4][C:5]1([c:8]2[cH:9][cH:10][c:11]([Br:14])[cH:12][cH:13]2)[CH:6]([CH3:7])[O:25]1. Reaction SMILES: [Cl:1][c:2]1[n:3][c:4]([Cl:10])[cH:5][cH:6][c:7]1[CH2:8][Cl:9].[OH:11][N+:12]([O-:13])=[O:14].[S:15](=[O:16])(=[O:17])([OH:18])[OH:19]>>[Cl:1][c:2]1[n:3][c:4]([Cl:10])[c:5]([N+:12](=[O:11])[O-:13])[cH:6][c:7]1[CH2:8][Cl:9]. Yields the product O=[N+]([O-])c1cc(CCl)c(Cl)nc1Cl. Reactants: ClCc1ccc(Cl)nc1Cl, O=[N+]([O-])O, O=S(=O)(O)O. As a reaction SMILES: [CH2:27]1[O:28][CH2:29][CH2:30][CH2:31]1.[CH3:1][O:2][C:3]([c:4]1[cH:5][c:6]([C:18]([CH3:19])=[O:20])[cH:7][c:8]([N:10]2[S:11](=[O:16])(=[O:17])[CH2:12][CH2:13][CH2:14][CH2:15]2)[cH:9]1)=[O:21].[CH3:22][OH:23].[Li+:26].[OH-:25].[OH2:24]>>[O:2]=[C:3]([c:4]1[cH:5][c:6]([C:18]([CH3:19])=[O:20])[cH:7][c:8]([N:10]2[S:11](=[O:16])(=[O:17])[CH2:12][CH2:13][CH2:14][CH2:15]2)[cH:9]1)[OH:21]. Product: CC(=O)c1cc(C(=O)O)cc(N2CCCCS2(=O)=O)c1. Reactants: C1CCOC1, COC(=O)c1cc(C(C)=O)cc(N2CCCCS2(=O)=O)c1, CO, [Li+], [OH-], O. The reactants are NC1=NC2=CC=CC=C2C=C1 (2-aminoquinoline), C1(=CC=CC=C1)C1=C(C=NO1)CCC(=O)O (3-(5-phenyl-4-isoxazolyl)propionic acid), O.ON1N=NC2=C1C=CC=C2 (1-hydroxy-1H-1,2,3-benzotriazole hydrate), Cl.C(C)N=C=NCCCN(C)C (1-ethyl-3-(3-dimethylaminopropyl)carbodiimide hydrochloride). Run in CN(C=O)C (N,N-dimethylformamide), O (water). Reaction conditions: time 8 hour. The product is N1=C(C=CC2=CC=CC=C12)NC(CCC=1C=NOC1C1=CC=CC=C1)=O (N-(2-quinolyl)-3-(5-phenyl-4-isoxazolyl)propionamide). Isolated yield 84.1%. Reaction SMILES: [NH2:1][C:2]1[CH:11]=[CH:10][C:9]2[C:4](=[CH:5][CH:6]=[CH:7][CH:8]=2)[N:3]=1.[C:12]1([C:18]2[O:22][N:21]=[CH:20][C:19]=2[CH2:23][CH2:24][C:25](O)=[O:26])[CH:17]=[CH:16][CH:15]=[CH:14][CH:13]=1.O.ON1C2C=CC=CC=2N=N1.Cl.C(N=C=NCCCN(C)C)C>O.CN(C)C=O>[N:3]1[C:4]2[C:9](=[CH:8][CH:7]=[CH:6][CH:5]=2)[CH:10]=[CH:11][C:2]=1[NH:1][C:25](=[O:26])[CH2:24][CH2:23][C:19]1[CH:20]=[N:21][O:22][C:18]=1[C:12]1[CH:13]=[CH:14][CH:15]=[CH:16][CH:17]=1 |f:2.3,4.5|. Procedure details: A mixture of 2-aminoquinoline (0.55 g), 3-(5-phenyl-4-isoxazolyl)propionic acid (0.82 g), 1-hydroxy-1H-1,2,3-benzotriazole hydrate (0.68 g), 1-ethyl-3-(3-dimethylaminopropyl)carbodiimide hydrochloride (0.91 g) and N,N-dimethylformamide (15 ml) was stirred at room temperature overnight. The reaction mixture was poured into water and the mixture was extracted with ethyl acetate. The ethyl acetate layer was washed with dilute hydrochloric acid, saturated aqueous sodium hydrogencarbonate and then sa... The reactants are CSSC (dimethyl disulphide), O (water), C(CCC)[Li] (n-butyl lithium), C1(=CC=CC=C1)C(CCP(OCC)(OCC)=O)C1=CC=CC=C1 (diethyl 3,3-diphenylpropylphosphonate). The solvent is O1CCCC1 (tetrahydrofuran), O1CCCC1 (tetrahydrofuran). Run at temperature -60 celsius, time 30 minute. Product: C1(=CC=CC=C1)C(CC(SC)P(OCC)(OCC)=O)C1=CC=CC=C1 (Diethyl 3,3-diphenyl-1-(methylthio)propylphosphonate). As a reaction SMILES: C([Li])CCC.[C:6]1([CH:12]([C:23]2[CH:28]=[CH:27][CH:26]=[CH:25][CH:24]=2)[CH2:13][CH2:14][P:15](=[O:22])([O:19][CH2:20][CH3:21])[O:16][CH2:17][CH3:18])[CH:11]=[CH:10][CH:9]=[CH:8][CH:7]=1.[CH3:29][S:30]SC.O>O1CCCC1>[C:6]1([CH:12]([C:23]2[CH:28]=[CH:27][CH:26]=[CH:25][CH:24]=2)[CH2:13][CH:14]([P:15](=[O:22])([O:16][CH2:17][CH3:18])[O:19][CH2:20][CH3:21])[S:30][CH3:29])[CH:7]=[CH:8][CH:9]=[CH:10][CH:11]=1. Procedure details: A solution of n-butyl lithium (2.5M in n-hexane, 132 ml, 33 mmol) was added dropwise over 10 minutes to a stirred solution of diethyl 3,3-diphenylpropylphosphonate (9.96 g, 30 mmol) in dry tetrahydrofuran (100 ml) cooled to -60° C. under nitrogen atmosphere. After 20 minutes at -60° C. a solution of dimethyl disulphide (2.96 ml, 33 mmol) in dry tetrahydrofuran (5 ml) was added in one portion turning the solution colour from orange to pale yellow immediately. After 30 minutes at -60° C., water (2...